This data is from the Open Reaction Database (ORD), a public repository of structured organic reaction records. The task is: describe an organic reaction: reactants, conditions, products, and yield Starting materials: C(C1=CC=CC=C1)OC(=O)N[C@H]1[C@H](N(C1=O)CC1=C(C=C(C=C1)OC)OC)CN1C(N(CC1=O)C(=O)OC(C)(C)C)=O (tert-butyl 3-(((2R,3S)-3-(((benzyloxy)carbonyl)amino)-1-(2,4-dimethoxybenzyl)-4-oxoazetidin-2-yl)methyl)-2,4-dioxoimidazolidine-1-carboxylate), OP(=O)([O-])[O-].[K+].[K+] (K2HPO4). Solvent: C(C)#N.O (ACN water). Run at temperature 90 celsius. Product: C(C1=CC=CC=C1)OC(=O)N[C@H]1[C@H](NC1=O)CN1C(N(CC1=O)C(=O)OC(C)(C)C)=O (tert-Butyl 3-(((2R,3S)-3-(((benzyloxy)carbonyl)amino)-4-oxoazetidin-2-yl)methyl)-2,4-dioxoimidazolidine-1-carboxylate). Yield: 23.1%. Reaction SMILES: [CH2:1]([O:8][C:9]([NH:11][C@@H:12]1[C:15](=[O:16])[N:14](CC2C=CC(OC)=CC=2OC)[C@@H:13]1[CH2:28][N:29]1[C:33](=[O:34])[CH2:32][N:31]([C:35]([O:37][C:38]([CH3:41])([CH3:40])[CH3:39])=[O:36])[C:30]1=[O:42])=[O:10])[C:2]1[CH:7]=[CH:6][CH:5]=[CH:4][CH:3]=1.OP([O-])([O-])=O.[K+].[K+]>C(#N)C.O>[CH2:1]([O:8][C:9]([NH:11][C@@H:12]1[C:15](=[O:16])[NH:14][C@@H:13]1[CH2:28][N:29]1[C:33](=[O:34])[CH2:32][N:31]([C:35]([O:37][C:38]([CH3:40])([CH3:39])[CH3:41])=[O:36])[C:30]1=[O:42])=[O:10])[C:2]1[CH:7]=[CH:6][CH:5]=[CH:4][CH:3]=1 |f:1.2.3,4.5|. Procedure details: Prepared in an analogous manner to example 4, step 2 using tert-butyl 3-(((2R,3S)-3-(((benzyloxy)carbonyl)amino)-1-(2,4-dimethoxybenzyl)-4-oxoazetidin-2-yl)methyl)-2,4-dioxoimidazolidine-1-carboxylate (900 mg, 1.70 mmol) K2S2O8 (280 mg, 2.89 mmol), and K2HPO4 (680 mg, 2.91 mmol) in ACN:water (2:1, 30 mL) while heating at 90° C. for 4 h. After cooling to rt, the mixture was filtered and the filtrate was concentrated in vacuo, removing most of the ACN. The mixture was diluted with water/EtOAc and ... The reactants are C(C)(C)(C)OC(=O)N1CC(CCC1)NC1=C(C(=O)NCC2=CC(=C(C=C2)OC)OC)C=C(C=C1)[N+](=O)[O-] (2-[1-(tert-butoxycarbonyl)piperidin-3-ylamino]-N-(3,4-dimethoxybenzyl)-5-nitrobenzamide), Cl (hydrogenchloride). Solvent: C(C)(=O)OCC (ethyl acetate). Reaction conditions: time 2 hour. The product is Cl.COC=1C=C(CNC(C2=C(C=CC(=C2)[N+](=O)[O-])NC2CNCCC2)=O)C=CC1OC (N-(3,4-dimethoxybenzyl)-5-nitro-2-(piperidin-3-ylamino)benzamide hydrochloride). RXN SMILES: C(OC([N:8]1[CH2:13][CH2:12][CH2:11][CH:10]([NH:14][C:15]2[CH:34]=[CH:33][C:32]([N+:35]([O-:37])=[O:36])=[CH:31][C:16]=2[C:17]([NH:19][CH2:20][C:21]2[CH:26]=[CH:25][C:24]([O:27][CH3:28])=[C:23]([O:29][CH3:30])[CH:22]=2)=[O:18])[CH2:9]1)=O)(C)(C)C.[ClH:38]>C(OCC)(=O)C>[ClH:38].[CH3:30][O:29][C:23]1[CH:22]=[C:21]([CH:26]=[CH:25][C:24]=1[O:27][CH3:28])[CH2:20][NH:19][C:17](=[O:18])[C:16]1[CH:31]=[C:32]([N+:35]([O-:37])=[O:36])[CH:33]=[CH:34][C:15]=1[NH:14][CH:10]1[CH2:11][CH2:12][CH2:13][NH:8][CH2:9]1 |f:3.4|. Procedure: A mixture of 2-[1-(tert-butoxycarbonyl)piperidin-3-ylamino]-N-(3,4-dimethoxybenzyl)-5-nitrobenzamide (190 mg) and 4 N hydrogenchloride solution in ethyl acetate (5 mL) was stirred for 2 hours at ambient temperature. The reaction mixture was concentrated in vacuo. The residual crystals were collected by filtration and washed with ethyl acetate to give N-(3,4-dimethoxybenzyl)-5-nitro-2-(piperidin-3-ylamino)benzamide hydrochloride (138 mg) as yellow crystals. Starting materials: C(C)(C)(C)OC(=O)N1N([C@@H](CCC1)C(=O)N1C(OC[C@@H]1CC1=CC=CC=C1)=O)C(=O)OC(C)(C)C ((S)-3-((S)-4-benzyl-2-oxo-oxazolidine-3-carbonyl)-tetrahydro-pyridazine-1,2-dicarboxylic acid di-tert-butyl ester), [Li+].[OH-] (LiOH). The solvent is O (water), C1CCOC1 (THF). Run at temperature 0 celsius, time 2 hour. Yields the product C(C)(C)(C)OC(=O)N1N([C@@H](CCC1)C(=O)O)C(=O)OC(C)(C)C ((S)-Tetrahydro-pyridazine-1,2,3-tricarboxylic acid 1,2-di-tert-butyl ester). RXN SMILES: [C:1]([O:5][C:6]([N:8]1[CH2:13][CH2:12][CH2:11][C@@H:10]([C:14](N2[C@@H](CC3C=CC=CC=3)COC2=O)=[O:15])[N:9]1[C:29]([O:31][C:32]([CH3:35])([CH3:34])[CH3:33])=[O:30])=[O:7])([CH3:4])([CH3:3])[CH3:2].[Li+].[OH-:37]>C1COCC1.O>[C:1]([O:5][C:6]([N:8]1[CH2:13][CH2:12][CH2:11][C@@H:10]([C:14]([OH:37])=[O:15])[N:9]1[C:29]([O:31][C:32]([CH3:34])([CH3:35])[CH3:33])=[O:30])=[O:7])([CH3:4])([CH3:3])[CH3:2] |f:1.2|. Procedure: To a solution of (S)-3-((S)-4-benzyl-2-oxo-oxazolidine-3-carbonyl)-tetrahydro-pyridazine-1,2-dicarboxylic acid di-tert-butyl ester (1.22 g, 2.5 mmol) in THF (15 mL) at 0° C., is added a solution of LiOH (7 mL, 5% in H2O). After stirring at 0° C. for 2 hours, the reaction mixture is diluted with 15 mL of water and extracted with 20 mL of ether. The ether layer is extracted with 10 mL of saturated NaHCO3. The combined aqueous layers is acidified with saturated NaHSO4 to Ph=2, and extracted with CH... The reactants are CC=1OC2=C(C1C)C=CC=C2C(CO[Si](C)(C)C(C)(C)C)N(CC)CC (2,3-dimethyl-7-(1-diethylamino-2-[tert-butyldimethylsilyloxy]ethyl)benzofuran), O.O.O.[F-].C(C)(C)(C)[NH3+] (tert-butylammonium fluoride trihydrate), O (water). Solvent: O1CCCC1 (tetrahydrofuran), O1CCCC1 (tetrahydrofuran). Run at temperature 0 celsius, time 16 hour. Yields the product CC=1OC2=C(C1C)C=CC=C2C(CO)N(CC)CC (2,3-dimethyl-7-(1-diethylamino-2-hydroxyethyl)benzofuran). Isolated yield 79.7%. Reaction SMILES: [CH3:1][C:2]1[O:3][C:4]2[C:11]([CH:12]([N:22]([CH2:25][CH3:26])[CH2:23][CH3:24])[CH2:13][O:14][Si](C(C)(C)C)(C)C)=[CH:10][CH:9]=[CH:8][C:5]=2[C:6]=1[CH3:7].O.O.O.[F-].C([NH3+])(C)(C)C.O>O1CCCC1>[CH3:1][C:2]1[O:3][C:4]2[C:11]([CH:12]([N:22]([CH2:25][CH3:26])[CH2:23][CH3:24])[CH2:13][OH:14])=[CH:10][CH:9]=[CH:8][C:5]=2[C:6]=1[CH3:7] |f:1.2.3.4.5|. Procedure: 2.77 g (7.68 mmol) of 2,3-dimethyl-7-(1-diethylamino-2-[tert-butyldimethylsilyloxy]ethyl)benzofuran and 30 ml of tetrahydrofuran are introduced into a 250 ml round-bottomed flask. The reaction mixture is cooled to 0° C. by an ice bath and a solution of 2.9 g (9.21 mmol) of tert-butylammonium fluoride trihydrate in 10 ml of tetrahydrofuran is added. The reaction mixture is stirred at 0° C. for 1 hour and at room temperature for 16 hours. 150 ml of water are added and extraction is carried out wit... Starting materials: CC(/C=C/C=C/C=O)(C)C (Trans,trans-6,6-dimethyl-2,4-heptadienal), [BH4-].[Na+] (NaBH4). The solvent is C(C)O (ethanol). Reaction conditions: time 1 hour. Product: CC(/C=C/C=C/CO)(C)C (Trans,trans-6,6-dimethyl-2,4-heptadien-1-ol). As a reaction SMILES: [CH3:1][C:2]([CH3:10])([CH3:9])/[CH:3]=[CH:4]/[CH:5]=[CH:6]/[CH:7]=[O:8].[BH4-].[Na+]>C(O)C>[CH3:1][C:2]([CH3:10])([CH3:9])/[CH:3]=[CH:4]/[CH:5]=[CH:6]/[CH2:7][OH:8] |f:1.2|. Reported procedure: 2 g Trans,trans-6,6-dimethyl-2,4-heptadienal are dissolved in ethanol and reacted at room temperature with 275 mg NaBH4 in successive portions. After stirring for ca. 1 hour at room temperature the mixture is concentrated on a rotary evaporator, the residue partitioned between ethyl acetate and saturated aqueous NaHCO3 and the organic phase dried and concentrated under vacuum. The oily crude product is further reacted directly. The reactants are [BH4-].[Na+] (sodium tetrahydroborate), BrC=1C=C2C(=C(N(C(C2=CC1)=O)CC1CC1)C(=O)O)OCCCC (6-bromo-4-butoxy-2-cyclopropylmethyl-1-oxo-1,2-dihydro-3-isoquinolinecarboxylic acid), C(C(=O)Cl)(=O)Cl (oxalyl chloride), Cl (hydrochloric acid). Reagents/catalysts: CN(C=O)C (N,N-dimethylformamide). The solvent is COCCOC (1,2-dimethoxyethane), O1CCCC1 (tetrahydrofuran). Conditions: time 1 hour. Yields the product BrC=1C=C2C(=C(N(C(C2=CC1)=O)CC1CC1)CO)OCCCC (6-bromo-4-butoxy-2-cyclopropylmethyl-3-hydroxymethyl-1(2H)-isoquinolinone). Yield: 96.5%. As a reaction SMILES: [Br:1][C:2]1[CH:3]=[C:4]2[C:9](=[CH:10][CH:11]=1)[C:8](=[O:12])[N:7]([CH2:13][CH:14]1[CH2:16][CH2:15]1)[C:6]([C:17](O)=[O:18])=[C:5]2[O:20][CH2:21][CH2:22][CH2:23][CH3:24].C(Cl)(=O)C(Cl)=O.[BH4-].[Na+].Cl>O1CCCC1.CN(C)C=O.COCCOC>[Br:1][C:2]1[CH:3]=[C:4]2[C:9](=[CH:10][CH:11]=1)[C:8](=[O:12])[N:7]([CH2:13][CH:14]1[CH2:15][CH2:16]1)[C:6]([CH2:17][OH:18])=[C:5]2[O:20][CH2:21][CH2:22][CH2:23][CH3:24] |f:2.3|. Procedure: To a solution of 6-bromo-4-butoxy-2-cyclopropylmethyl-1-oxo-1,2-dihydro-3-isoquinolinecarboxylic acid (6.31 g, 16 mmol) in tetrahydrofuran (50 mL were added oxalyl chloride (1.7 mL, 19.2 mmol) and N,N-dimethylformamide (2 drops), and the mixture was stirred at room temperature for 1 h. The reaction mixture was concentrated under reduced pressure and the residue was dissolved in tetrahydrofuran (20 mL). The obtained solution was added dropwise to a suspension of sodium tetrahydroborate (2.11 g, 5... The reactants are COC(=O)CS, SCc1ccc(Cl)cc1, ClCCl, O=Cc1ccc(OCc2ccc3ccccc3n2)cc1. Product: COC(=O)CSC(SCc1ccc(Cl)cc1)c1ccc(OCc2ccc3ccccc3n2)cc1. Reaction SMILES: [C:21]([CH2:22][SH:23])(=[O:24])[O:25][CH3:26].[Cl:27][c:28]1[cH:29][cH:30][c:31]([CH2:32][SH:33])[cH:34][cH:35]1.[Cl:36][CH2:37][Cl:38].[n:1]1[c:2]([CH2:11][O:12][c:13]2[cH:14][cH:15][c:16]([CH:17]=[O:18])[cH:19][cH:20]2)[cH:3][cH:4][c:5]2[cH:6][cH:7][cH:8][cH:9][c:10]12>>[n:1]1[c:2]([CH2:11][O:12][c:13]2[cH:14][cH:15][c:16]([CH:17]([S:23][CH2:22][C:21](=[O:24])[O:25][CH3:26])[S:33][CH2:32][c:31]3[cH:30][cH:29][c:28]([Cl:27])[cH:35][cH:34]3)[cH:19][cH:20]2)[cH:3][cH:4][c:5]2[cH:6][cH:7][cH:8][cH:9][c:10]12. Reactants: ClCCl, CN(C)c1ccncc1, O=C(Cl)OCc1ccc([N+](=O)[O-])cc1, CC(=NC(=O)OCc1ccc([N+](=O)[O-])cc1)N1CCC(SC(=O)CC2C(C(C)O)C(=O)N2C(C(=O)OCc2ccc([N+](=O)[O-])cc2)=C(C)C)C1. Product: CC(=NC(=O)OCc1ccc([N+](=O)[O-])cc1)N1CCC(SC(=O)CC2C(C(C)OC(=O)OCc3ccc([N+](=O)[O-])cc3)C(=O)N2C(C(=O)OCc2ccc([N+](=O)[O-])cc2)=C(C)C)C1. Reaction SMILES: [CH2:65]([Cl:66])[Cl:67].[CH3:68][N:69]([c:70]1[cH:71][cH:72][n:73][cH:74][cH:75]1)[CH3:76].[N+:51](=[O:52])([O-:53])[c:54]1[cH:55][cH:56][c:57]([CH2:58][O:59][C:60](=[O:61])[Cl:62])[cH:63][cH:64]1.[OH:1][CH:2]([CH3:3])[CH:4]1[C:5](=[O:50])[N:6]([C:33](=[C:34]([CH3:35])[CH3:36])[C:37](=[O:38])[O:39][CH2:40][c:41]2[cH:42][cH:43][c:44]([N+:47](=[O:48])[O-:49])[cH:45][cH:46]2)[CH:7]1[CH2:8][C:9](=[O:10])[S:11][CH:12]1[CH2:13][N:14]([C:17]([CH3:18])=[N:19][C:20](=[O:21])[O:22][CH2:23][c:24]2[cH:25][cH:26][c:27]([N+:30](=[O:31])[O-:32])[cH:28][cH:29]2)[CH2:15][CH2:16]1>>[O:1]([CH:2]([CH3:3])[CH:4]1[C:5](=[O:50])[N:6]([C:33](=[C:34]([CH3:35])[CH3:36])[C:37](=[O:38])[O:39][CH2:40][c:41]2[cH:42][cH:43][c:44]([N+:47](=[O:48])[O-:49])[cH:45][cH:46]2)[CH:7]1[CH2:8][C:9](=[O:10])[S:11][CH:12]1[CH2:13][N:14]([C:17]([CH3:18])=[N:19][C:20](=[O:21])[O:22][CH2:23][c:24]2[cH:25][cH:26][c:27]([N+:30](=[O:31])[O-:32])[cH:28][cH:29]2)[CH2:15][CH2:16]1)[C:60]([O:59][CH2:58][c:57]1[cH:56][cH:55][c:54]([N+:51](=[O:52])[O-:53])[cH:64][cH:63]1)=[O:61].